describe an organic reaction: reactants, conditions, products, and yield From a dataset of the Open Reaction Database (ORD), a public repository of structured organic reaction records. Reactants: BrB(Br)Br, O=C([O-])O, COc1ccc2cc(S(=O)(=O)N3CCN(C(=O)c4ccc(CN(C(C)C)C(C)C)cc4)CC3)ccc2c1, ClCCl, [Na+]. Product: CC(C)N(Cc1ccc(C(=O)N2CCN(S(=O)(=O)c3ccc4cc(O)ccc4c3)CC2)cc1)C(C)C. Reaction SMILES: [B:38]([Br:39])([Br:40])[Br:41].[C:42](=[O:43])([OH:44])[O-:45].[CH:1]([CH3:2])([CH3:3])[N:4]([CH:5]([CH3:6])[CH3:7])[CH2:8][c:9]1[cH:10][cH:11][c:12]([C:13](=[O:14])[N:15]2[CH2:16][CH2:17][N:18]([S:21](=[O:22])(=[O:23])[c:24]3[cH:25][c:26]4[cH:27][cH:28][c:29]([O:34][CH3:35])[cH:30][c:31]4[cH:32][cH:33]3)[CH2:19][CH2:20]2)[cH:36][cH:37]1.[Cl:47][CH2:48][Cl:49].[Na+:46]>>[CH:1]([CH3:2])([CH3:3])[N:4]([CH:5]([CH3:6])[CH3:7])[CH2:8][c:9]1[cH:10][cH:11][c:12]([C:13](=[O:14])[N:15]2[CH2:16][CH2:17][N:18]([S:21](=[O:22])(=[O:23])[c:24]3[cH:25][c:26]4[cH:27][cH:28][c:29]([OH:34])[cH:30][c:31]4[cH:32][cH:33]3)[CH2:19][CH2:20]2)[cH:36][cH:37]1.